This data is from the Open Reaction Database (ORD), a public repository of structured organic reaction records. The task is: describe an organic reaction: reactants, conditions, products, and yield Starting materials: CO, CC=O, [H][H], O=[N+]([O-])c1cccnc1NCc1ccccn1, N, c1ccsc1. Yields the product Nc1cccnc1NCc1ccccn1. As a reaction SMILES: [CH3:29][OH:30].[CH:26](=[O:27])[CH3:28].[H:24][H:25].[N+:1]([O-:2])(=[O:3])[c:4]1[c:5]([NH:10][CH2:11][c:12]2[n:13][cH:14][cH:15][cH:16][cH:17]2)[n:6][cH:7][cH:8][cH:9]1.[NH3:23].[cH:18]1[cH:19][s:20][cH:21][cH:22]1>>[NH2:1][c:4]1[c:5]([NH:10][CH2:11][c:12]2[n:13][cH:14][cH:15][cH:16][cH:17]2)[n:6][cH:7][cH:8][cH:9]1.